From a dataset of the Open Reaction Database (ORD), a public repository of structured organic reaction records. describe an organic reaction: reactants, conditions, products, and yield Reaction SMILES: [F:1][C:2]([c:3]1[c:4]([CH2:5][n:6]2[n:7][cH:8][c:9]3[cH:10][c:11]([CH:15]=[C:16]4[C:17](=[O:23])[N:18]=[C:19]([S:21][CH3:22])[S:20]4)[cH:12][cH:13][c:14]23)[cH:24][cH:25][c:26]([C:28]([F:29])([F:30])[F:31])[cH:27]1)([F:32])[F:33].[NH:34]1[CH:35]([C:38](=[O:39])[OH:40])[CH2:36][CH2:37]1>>[F:1][C:2]([c:3]1[c:4]([CH2:5][n:6]2[n:7][cH:8][c:9]3[cH:10][c:11]([CH:15]=[C:16]4[C:17](=[O:23])[N:18]=[C:19]([N:34]5[CH:35]([C:38](=[O:39])[OH:40])[CH2:36][CH2:37]5)[S:20]4)[cH:12][cH:13][c:14]23)[cH:24][cH:25][c:26]([C:28]([F:29])([F:30])[F:31])[cH:27]1)([F:32])[F:33]. Product: O=C1N=C(N2CCC2C(=O)O)SC1=Cc1ccc2c(cnn2Cc2ccc(C(F)(F)F)cc2C(F)(F)F)c1. Reactants: CSC1=NC(=O)C(=Cc2ccc3c(cnn3Cc3ccc(C(F)(F)F)cc3C(F)(F)F)c2)S1, O=C(O)C1CCN1. Reactants: ClC1=CC(=NC=2N1N=CC2C2=C(C=C(C=C2C)C)C)C (7-chloro-5-methyl-3-(2,4,6-trimethyl-phenyl)-pyrazolo[1,5-a]pyrimidine), CCC(CC)O (3-pentanol), [H-].[Na+] (sodium hydride), oil. The solvent is C1CCOC1 (THF), C1CCOC1 (THF). Conditions: time 10 minute. The product is C(C)C(CC)OC1=CC(=NC=2N1N=CC2C2=C(C=C(C=C2C)C)C)C (7-(1-Ethyl-propoxy)-5-methyl-3-(2,4,6-trimethyl-phenyl)-pyrazolo[1,5-a]pyrimidine). Isolated yield 84.8%. Reaction SMILES: [CH3:1][CH2:2][CH:3]([OH:6])[CH2:4][CH3:5].[H-].[Na+].Cl[C:10]1[N:15]2[N:16]=[CH:17][C:18]([C:19]3[C:24]([CH3:25])=[CH:23][C:22]([CH3:26])=[CH:21][C:20]=3[CH3:27])=[C:14]2[N:13]=[C:12]([CH3:28])[CH:11]=1>C1COCC1>[CH2:2]([CH:3]([O:6][C:10]1[N:15]2[N:16]=[CH:17][C:18]([C:19]3[C:20]([CH3:27])=[CH:21][C:22]([CH3:26])=[CH:23][C:24]=3[CH3:25])=[C:14]2[N:13]=[C:12]([CH3:28])[CH:11]=1)[CH2:4][CH3:5])[CH3:1] |f:1.2|. Procedure details: A solution of 3-pentanol (140 mg, 1.5 mmol) in 1 ml of dry THF was treated with 60% sodium hydride in oil (28 mg, 0.7 mmol) and stirred at room temperature for 10 min. A solution of 7-chloro-5-methyl-3-(2,4,6-trimethyl-phenyl)-pyrazolo[1,5-a]pyrimidine (75 mg, 0.262 mmol) in 1 ml of dry THF was added and the resulting mixture was heated at reflux for 5 hours. The mixture was quenched with water and extracted with ethyl acetate. The organic layer was washed with brine, dried and concentrated to g... The reactants are [Br-], C#C[Mg+], Cc1ccc(-c2cc(C=O)cc3c2C(C)(C)CCC3(C)C)cc1. Yields the product C#CC(O)c1cc(-c2ccc(C)cc2)c2c(c1)C(C)(C)CCC2(C)C. As a reaction SMILES: [Br-:24].[C:25](#[CH:26])[Mg+:27].[CH3:1][C:2]1([CH3:23])[c:3]2[c:4](-[c:16]3[cH:17][cH:18][c:19]([CH3:22])[cH:20][cH:21]3)[cH:5][c:6]([CH:14]=[O:15])[cH:7][c:8]2[C:9]([CH3:12])([CH3:13])[CH2:10][CH2:11]1>>[CH3:1][C:2]1([CH3:23])[c:3]2[c:4](-[c:16]3[cH:17][cH:18][c:19]([CH3:22])[cH:20][cH:21]3)[cH:5][c:6]([CH:14]([OH:15])[C:25]#[CH:26])[cH:7][c:8]2[C:9]([CH3:12])([CH3:13])[CH2:10][CH2:11]1. The reactants are N1=C(C=CC=C1)C1=CC(=C(C=C1)N1CCNCC1)C1CC(CC(C1)(C)C)(C)C (1-[4-pyridin-2-yl-2-(3,3,5,5-tetramethylcyclohexyl)phenyl]piperazine), C1(CC1)C=O (cyclopropanecarbaldehyde), C(O)([O-])=O.[Na+] (sodium hydrogencarbonate), C(C)(=O)O[BH-](OC(C)=O)OC(C)=O.[Na+] (sodium triacetoxyborohydride), C(C)(=O)O (acetic acid). Solvent: O1CCCC1 (tetrahydrofuran), O (water), C(C)(=O)OCC (Ethyl acetate), C(C)(=O)OCC (ethyl acetate). Run at time 40 minute. Product: C1(CC1)CN1CCN(CC1)C1=C(C=C(C=C1)C1=NC=CC=C1)C1CC(CC(C1)(C)C)(C)C (1-cyclopropylmethyl-4-[4-pyridin-2-yl-2-(3,3,5,5-tetramethylcyclohexyl)phenyl]piperazine). As a reaction SMILES: [N:1]1[CH:6]=[CH:5][CH:4]=[CH:3][C:2]=1[C:7]1[CH:12]=[CH:11][C:10]([N:13]2[CH2:18][CH2:17][NH:16][CH2:15][CH2:14]2)=[C:9]([CH:19]2[CH2:24][C:23]([CH3:26])([CH3:25])[CH2:22][C:21]([CH3:28])([CH3:27])[CH2:20]2)[CH:8]=1.[CH:29]1([CH:32]=O)[CH2:31][CH2:30]1.C(O[BH-](OC(=O)C)OC(=O)C)(=O)C.[Na+].C(O)(=O)C.C(=O)([O-])O.[Na+]>C(OCC)(=O)C.O.O1CCCC1>[CH:29]1([CH2:32][N:16]2[CH2:15][CH2:14][N:13]([C:10]3[CH:11]=[CH:12][C:7]([C:2]4[CH:3]=[CH:4][CH:5]=[CH:6][N:1]=4)=[CH:8][C:9]=3[CH:19]3[CH2:24][C:23]([CH3:26])([CH3:25])[CH2:22][C:21]([CH3:28])([CH3:27])[CH2:20]3)[CH2:18][CH2:17]2)[CH2:31][CH2:30]1 |f:2.3,5.6|. Procedure details: To a mixture of 1-[4-pyridin-2-yl-2-(3,3,5,5-tetramethylcyclohexyl)phenyl]piperazine (10 mg, 0.026 mmol) produced in Example (10b), cyclopropanecarbaldehyde (0.004 mL, 0.054 mmol) and tetrahydrofuran (2 mL) were added sodium triacetoxyborohydride (14 mg, 0.066 mmol) and acetic acid (0.002 mL, 0.035 mmol) in that order, followed by stirring for 40 minutes at room temperature. Ethyl acetate, saturated aqueous sodium hydrogencarbonate and water were added to the reaction mixture and extraction was ... The reactants are Cl.ClCCNCCCl (bis(2-chloroethyl)amine hydrochloride), FC=1C=C(N)C=CC1 (m-fluoroaniline), solid, C([O-])([O-])=O.[K+].[K+] (potassium carbonate), C(CCC)O (n-butanol). Run in CO.O.C(C)OCC (methanol water ethyl ether). The product is Cl.FC=1C=C(C=CC1)N1CCNCC1 (1-(3-Fluorophenyl)Piperazine Monohydrochloride). Isolated yield 35.9%. As a reaction SMILES: Cl.[Cl:2][CH2:3][CH2:4][NH:5][CH2:6][CH2:7]Cl.[F:9][C:10]1[CH:11]=[C:12]([CH:14]=[CH:15][CH:16]=1)[NH2:13].C(=O)([O-])[O-].[K+].[K+].C(O)CCC>CO.O.C(OCC)C>[ClH:2].[F:9][C:10]1[CH:11]=[C:12]([N:13]2[CH2:7][CH2:6][NH:5][CH2:4][CH2:3]2)[CH:14]=[CH:15][CH:16]=1 |f:0.1,3.4.5,7.8.9,10.11|. Procedure: This compound was prepared according to the procedure of Preparation 1. A mixture of 8.0 g (0.045 mol) of bis(2-chloroethyl)amine hydrochloride, 5.0 g (0.045 mol) of m-fluoroaniline and 12.5 g (0.09 mol) of solid potassium carbonate in a total volume of 50 mL of n-butanol gave 3.5 g (35%) of white solid, mp 205°-207° C. (methanol-water-ethyl ether). Reactants: CO (MeOH), O=C1C=2C=CC=C(C2CCC1)C(=O)OC (methyl 5-oxo-5,6,7,8-tetrahydronaphthalene-1-carboxylate), S1C=NC=C1 (thiazole). Run in C1CCOC1 (THF), C1CCOC1 (THF), C1CCOC1 (THF). Conditions: temperature 0 celsius, time 45 minute. Yields the product OC1(C=2C=CC=C(C2CCC1)C(=O)OC)C=1SC=CN1 (racemic methyl 5-hydroxy-5-(thiazol-2-yl)-5,6,7,8-tetrahydronaphthalene-1-carboxylate). Reaction SMILES: [S:1]1[CH:5]=[CH:4][N:3]=[CH:2]1.[O:6]=[C:7]1[CH2:16][CH2:15][CH2:14][C:13]2[C:12]([C:17]([O:19][CH3:20])=[O:18])=[CH:11][CH:10]=[CH:9][C:8]1=2.CO>C1COCC1>[OH:6][C:7]1([C:2]2[S:1][CH:5]=[CH:4][N:3]=2)[CH2:16][CH2:15][CH2:14][C:13]2[C:12]([C:17]([O:19][CH3:20])=[O:18])=[CH:11][CH:10]=[CH:9][C:8]1=2. Reported procedure: To an oven-dried, N2-purged flask was added isopropyl magnesium chloride lithium chloride complex (7.91 mL, 10.3 mmol) and THF (18.4 mL) and the solution was cooled to 0° C. A solution of thiazole (0.813 g, 9.55 mmol) in THF (9.18 mL) was then added, and the reaction was stirred for 45 min at 0° C., and then cooled to −10° C. A solution of methyl 5-oxo-5,6,7,8-tetrahydronaphthalene-1-carboxylate (1.5 g, 7.34 mmol) in THF (9.18 mL) was then added, after which the reaction was allowed to warm to r... Starting materials: C(Cl)Cl (methylene chloride), OCCNC1CCCCC1 (N-(2-hydroxyethyl)cyclohexylamine), C(=O)(O)CCCOC=1C=C2C=CC(NC2=CC1)=O (6-(3-carboxypropoxy)carbostyril), S(=O)(Cl)Cl (thionyl chloride). The solvent is C(Cl)(Cl)Cl (chloroform), N1=CC=CC=C1 (pyridine). Reaction conditions: time 1 hour. Product: OCCN(C(=O)CCCOC=1C=C2C=CC(NC2=CC1)=O)C1CCCCC1 (6-{3-[N-(2-hydroxyethyl)-N-cyclohexylaminocarbonyl]propoxy}carbostyril). Reaction SMILES: C(Cl)Cl.[C:4]([CH2:7][CH2:8][CH2:9][O:10][C:11]1[CH:12]=[C:13]2[C:18](=[CH:19][CH:20]=1)[NH:17][C:16](=[O:21])[CH:15]=[CH:14]2)([OH:6])=O.S(Cl)(Cl)=O.[OH:26][CH2:27][CH2:28][NH:29][CH:30]1[CH2:35][CH2:34][CH2:33][CH2:32][CH2:31]1>C(Cl)(Cl)Cl.N1C=CC=CC=1>[OH:26][CH2:27][CH2:28][N:29]([CH:30]1[CH2:35][CH2:34][CH2:33][CH2:32][CH2:31]1)[C:4]([CH2:7][CH2:8][CH2:9][O:10][C:11]1[CH:12]=[C:13]2[C:18](=[CH:19][CH:20]=1)[NH:17][C:16](=[O:21])[CH:15]=[CH:14]2)=[O:6]. Procedure: Into 200 ml of methylene chloride was suspended 2.4 g of 6-(3-carboxypropoxy)carbostyril, and 2 ml of pyridine was added to the suspension. Then 1.4 g of thionyl chloride was added dropwise thereinto under stirring condition while the inside of the reaction vessel was kept at a temperature within the range from 0° to 20° C. After the addition operation, the reaction was continued at the same temperature for 1 hour under stirring condition. Then 2 ml of N-(2-hydroxyethyl)cyclohexylamine was added... Starting materials: ClC=CCN(C#N)CC=CCl (N,N-Bis-(3-chloroallyl)cyanamide), OS(=O)(=O)O (H2SO4). Run in O (water), O (water). Yields the product ClC=CCNCC=CCl (N,N-bis-(3-chloroallyl)amine). Isolated yield 85.0%. As a reaction SMILES: [Cl:1][CH:2]=[CH:3][CH2:4][N:5]([CH2:8][CH:9]=[CH:10][Cl:11])C#N.OS(O)(=O)=O>O>[Cl:1][CH:2]=[CH:3][CH2:4][NH:5][CH2:8][CH:9]=[CH:10][Cl:11]. Reported procedure: N,N-Bis-(3-chloroallyl)cyanamide (38.2 g; 0.2 mole) was placed in a flask, and 16 milliliters (ml) of concentrated H2SO4 in 92 ml of water was added. The resulting mixture was refluxed for four hours under stirring, and then after the mixture was cooled to room temperature, 50 ml of water was added. The mixture was extracted with 50 ml of ether, and the ether extract was discarded. To the water phase, 200 ml of water was added. In an ice bath under stirring, a solution of 47.4 g of NaOH in 92 ml...